From a dataset of the Open Reaction Database (ORD), a public repository of structured organic reaction records. describe an organic reaction: reactants, conditions, products, and yield Reactants: CCO, [Cl-], CCc1cc(C(=O)c2ccccc2Cl)c(-n2c(C)nnc2CNC(=O)C=Cc2ccccc2[N+](=O)[O-])s1, [Fe], [NH4+], O. Product: CCc1cc(C(=O)c2ccccc2Cl)c(-n2c(C)nnc2CNC(=O)C=Cc2ccccc2N)s1. Reaction SMILES: [CH3:40][CH2:41][OH:42].[Cl-:1].[Cl:3][c:4]1[c:5]([C:6](=[O:7])[c:8]2[c:9](-[n:15]3[c:16]([CH2:21][NH:22][C:23]([CH:24]=[CH:25][c:26]4[c:27]([N+:32]([O-:33])=[O:34])[cH:28][cH:29][cH:30][cH:31]4)=[O:35])[n:17][n:18][c:19]3[CH3:20])[s:10][c:11]([CH2:13][CH3:14])[cH:12]2)[cH:36][cH:37][cH:38][cH:39]1.[Fe:44].[NH4+:2].[OH2:43]>>[Cl:3][c:4]1[c:5]([C:6](=[O:7])[c:8]2[c:9](-[n:15]3[c:16]([CH2:21][NH:22][C:23]([CH:24]=[CH:25][c:26]4[c:27]([NH2:32])[cH:28][cH:29][cH:30][cH:31]4)=[O:35])[n:17][n:18][c:19]3[CH3:20])[s:10][c:11]([CH2:13][CH3:14])[cH:12]2)[cH:36][cH:37][cH:38][cH:39]1. Reactants: Cl (hydrochloric acid), [Na+].BrC=1C=C(C=2C=CN=CC2C1)S(=O)(=O)[O-] (7-Bromo-isoquinoline-5-sulfonic acid sodium salt), C1(=CC=CC=C1)B(O)O (phenylboronic acid), N-dimethylformamide, C([O-])([O-])=O.[Na+].[Na+] (sodium carbonate), C1(=CC=CC=C1)P(CCCCP(C1=CC=CC=C1)C1=CC=CC=C1)C1=CC=CC=C1 (1,4-bis(diphenylphosphino)butane). Reagents/catalysts: C(C)(=O)[O-].[Pd+2].C(C)(=O)[O-] (palladium acetate). Reaction conditions: temperature 70 celsius. Product: Cl.C1(=CC=CC=C1)C=1C=C(C=2C=CN=CC2C1)S(=O)(=O)O (7-Phenyl-isoquinoline-5-sulfonic acid hydrochloride). Reaction SMILES: [Na+].Br[C:3]1[CH:4]=[C:5]([S:13]([O-:16])(=[O:15])=[O:14])[C:6]2[CH:7]=[CH:8][N:9]=[CH:10][C:11]=2[CH:12]=1.[C:17]1(B(O)O)[CH:22]=[CH:21][CH:20]=[CH:19][CH:18]=1.C(=O)([O-])[O-].[Na+].[Na+].C1(P(C2C=CC=CC=2)CCCCP(C2C=CC=CC=2)C2C=CC=CC=2)C=CC=CC=1.[ClH:62]>C([O-])(=O)C.[Pd+2].C([O-])(=O)C>[ClH:62].[C:17]1([C:3]2[CH:4]=[C:5]([S:13]([OH:16])(=[O:15])=[O:14])[C:6]3[CH:7]=[CH:8][N:9]=[CH:10][C:11]=3[CH:12]=2)[CH:22]=[CH:21][CH:20]=[CH:19][CH:18]=1 |f:0.1,3.4.5,8.9.10,11.12|. Reported procedure: Add 7-Bromo-isoquinoline-5-sulfonic acid sodium salt (17.8 g, 55.7 mmol), phenylboronic acid (10.2 g, 83.5 mmol), N)N-dimethylformamide (178 mL), 1M sodium carbonate (111 mL, 111 mmol), palladium acetate (0.125 g, 0.56 mmol) and 1,4-bis(diphenylphosphino)butane (0.285 g, 0.67 mmol) to a flask. Heat the slurry to 70° C. for 40 minutes. Cool and filter the solids from the reaction. Add 5N hydrochloric acid to the filtrate until a thick precipitate forms. Filter the precipitate and wash the filter ...